This data is from the Open Reaction Database (ORD), a public repository of structured organic reaction records. The task is: describe an organic reaction: reactants, conditions, products, and yield Reactants: N1CCCC1 (pyrrolidine), C1(=CC=CC=C1)P(C1=CC=CC=C1)C1=CC=CC=C1 (triphenylphosphine), C(C)(C)(C)C=1C=C(C(=O)O)C=C(C1)CO (3-tert-butyl-5-(hydroxymethyl)benzoic acid), BrN1C(CCC1=O)=O (N-bromosuccinimide). Solvent: O (water), CCOC(=O)C (EtOAc), CC(=O)C (acetone). Conditions: temperature 80 celsius, time 5 minute. Yields the product C(C)(C)(C)C=1C=C(C(=O)O)C=C(C1)CN1CCCC1 (3-tert-butyl-5-(pyrrolidin-1-ylmethyl)benzoic acid). The yield is 6.0%. RXN SMILES: C1(P(C2C=CC=CC=2)C2C=CC=CC=2)C=CC=CC=1.[C:20]([C:24]1[CH:25]=[C:26]([CH:30]=[C:31]([CH2:33]O)[CH:32]=1)[C:27]([OH:29])=[O:28])([CH3:23])([CH3:22])[CH3:21].Br[N:36]1[C:40](=O)[CH2:39][CH2:38][C:37]1=O.N1CCCC1>CC(C)=O.O.CCOC(C)=O>[C:20]([C:24]1[CH:25]=[C:26]([CH:30]=[C:31]([CH2:33][N:36]2[CH2:40][CH2:39][CH2:38][CH2:37]2)[CH:32]=1)[C:27]([OH:29])=[O:28])([CH3:23])([CH3:22])[CH3:21]. Reported procedure: To a solution of triphenylphosphine (1.2 g, 0.0048 mol) and 3-tert-butyl-5-(hydroxymethyl)benzoic acid (1.0 g, 0.0048 mol) in acetone (20 mL) at −18° C. was added N-bromosuccinimide (0.85 g, 0.0048 mol) portionwise over 2 minutes. After 5 minutes, pyrrolidine (0.96 mL, 0.012 mol) was added. The reaction mixture was heated at 80° C. overnight. EtOAc and water were added to the reaction mixture. The phases were separated and the organic solution was washed with 1M NaOH, 1M HCl, and brine, dried ov... Reactants: CCOC(CNc1cccc(C#N)c1)OCC, CI, [Cl-], [H-], [NH4+], [Na+], CN(C)C=O. Product: CCOC(CN(C)c1cccc(C#N)c1)OCC. As a reaction SMILES: [CH2:1]([CH3:2])[O:3][CH:4]([CH2:5][NH:6][c:7]1[cH:8][c:9]([C:10]#[N:11])[cH:12][cH:13][cH:14]1)[O:15][CH2:16][CH3:17].[CH3:20][I:21].[Cl-:22].[H-:19].[NH4+:23].[Na+:18].[O:24]=[CH:25][N:26]([CH3:27])[CH3:28]>>[CH2:1]([CH3:2])[O:3][CH:4]([CH2:5][N:6]([c:7]1[cH:8][c:9]([C:10]#[N:11])[cH:12][cH:13][cH:14]1)[CH3:20])[O:15][CH2:16][CH3:17]. Starting materials: BrC1=CC2=C(N1C(C)C)C(N(C2=O)C=2C(N(C=C(C2)Cl)C)=O)C2=CC(=C(C=C2)Cl)F (2-bromo-6-(4-chloro-3-fluoro-phenyl)-5-(5-chloro-1-methyl-2-oxo-1,2-dihydro-pyridin-3-yl)-1-isopropyl-5,6-dihydro-1H-pyrrolo[3,4-b]pyrrol-4-one), COC1=NC(=NC=C1B1OC(C(O1)(C)C)(C)C)N (4-methoxy-5-(4,4,5,5-tetramethyl-[1,3,2]dioxaborolan-2-yl)-pyrimidin-2-ylamine), COC1=NC=C(C(=N1)OC)B(O)O (2,4-dimethoxypyrimidine-5-boronic acid), BrC1=CC2=C(N1C(C)C)C(N(C2=O)C2=C(C=CC(=C2)Cl)C)C2=CC=C(C=C2)Cl (2-bromo-5-(5-chloro-2-methyl-phenyl)-6-(4-chloro-phenyl)-1-isopropyl-5,6-dihydro-1H-pyrrolo[3,4-b]pyrrol-4-one). Yields the product ClC1=C(C=C(C=C1)C1N(C(C2=C1N(C(=C2)C=2C(=NC(=NC2)OC)OC)C(C)C)=O)C=2C(N(C=C(C2)Cl)C)=O)F (6-(4-Chloro-3-fluoro-phenyl)-5-(5-chloro-1-methyl-2-oxo-1,2-dihydro-pyridin-3-yl)-2-(2,4-dimethoxy-pyrimidin-5-yl)-1-isopropyl-5,6-dihydro-1H-pyrrolo[3,4-b]pyrrol-4-one). Reaction SMILES: Br[C:2]1[N:6]([CH:7]([CH3:9])[CH3:8])[C:5]2[CH:10]([C:23]3[CH:28]=[CH:27][C:26]([Cl:29])=[C:25]([F:30])[CH:24]=3)[N:11]([C:14]3[C:15](=[O:22])[N:16]([CH3:21])[CH:17]=[C:18]([Cl:20])[CH:19]=3)[C:12](=[O:13])[C:4]=2[CH:3]=1.[CH3:31][O:32][C:33]1[N:38]=[C:37]([O:39][CH3:40])[C:36](B(O)O)=[CH:35][N:34]=1.BrC1N(C(C)C)C2C(C3C=CC(Cl)=CC=3)N(C3C=C(Cl)C=CC=3C)C(=O)C=2C=1.COC1C(B2OC(C)(C)C(C)(C)O2)=CN=C(N)N=1>>[Cl:29][C:26]1[CH:27]=[CH:28][C:23]([CH:10]2[C:5]3[N:6]([CH:7]([CH3:9])[CH3:8])[C:2]([C:36]4[C:37]([O:39][CH3:40])=[N:38][C:33]([O:32][CH3:31])=[N:34][CH:35]=4)=[CH:3][C:4]=3[C:12](=[O:13])[N:11]2[C:14]2[C:15](=[O:22])[N:16]([CH3:21])[CH:17]=[C:18]([Cl:20])[CH:19]=2)=[CH:24][C:25]=1[F:30]. Procedure details: The title compound was prepared in analogy to the procedure described for Example 25 but 2-bromo-6-(4-chloro-3-fluoro-phenyl)-5-(5-chloro-1-methyl-2-oxo-1,2-dihydro-pyridin-3-yl)-1-isopropyl-5,6-dihydro-1H-pyrrolo[3,4-b]pyrrol-4-one (Intermediate BA) and 2,4-dimethoxypyrimidine-5-boronic acid were used instead of 2-bromo-5-(5-chloro-2-methyl-phenyl)-6-(4-chloro-phenyl)-1-isopropyl-5,6-dihydro-1H-pyrrolo[3,4-b]pyrrol-4-one and 4-methoxy-5-(4,4,5,5-tetramethyl-[1,3,2]dioxaborolan-2-yl)-pyrimidin-2... Starting materials: [Cl-], O=S(=O)(N(c1ccccc1)S(=O)(=O)C(F)(F)F)C(F)(F)F, [H-], COc1ccc(Cn2ncc3c(O)c(I)cnc32)cc1, CC(C)(C)OC(=O)N1CCNCC1, [NH4+], [Na+], CN(C)C=O. The product is COc1ccc(Cn2ncc3c(N4CCN(C(=O)OC(C)(C)C)CC4)c(I)cnc32)cc1. As a reaction SMILES: [Cl-:57].[F:23][C:24]([F:25])([F:26])[S:27]([N:28]([c:29]1[cH:30][cH:31][cH:32][cH:33][cH:34]1)[S:35]([C:36]([F:37])([F:38])[F:39])(=[O:40])=[O:41])(=[O:42])=[O:43].[H-:1].[I:3][c:4]1[c:5]([OH:22])[c:6]2[c:7]([n:8][cH:9]1)[n:10]([CH2:13][c:14]1[cH:15][cH:16][c:17]([O:20][CH3:21])[cH:18][cH:19]1)[n:11][cH:12]2.[N:44]1([C:50](=[O:51])[O:52][C:53]([CH3:54])([CH3:55])[CH3:56])[CH2:45][CH2:46][NH:47][CH2:48][CH2:49]1.[NH4+:58].[Na+:2].[O:59]=[CH:60][N:61]([CH3:62])[CH3:63]>>[I:3][c:4]1[c:5]([N:47]2[CH2:46][CH2:45][N:44]([C:50](=[O:51])[O:52][C:53]([CH3:54])([CH3:55])[CH3:56])[CH2:49][CH2:48]2)[c:6]2[c:7]([n:8][cH:9]1)[n:10]([CH2:13][c:14]1[cH:15][cH:16][c:17]([O:20][CH3:21])[cH:18][cH:19]1)[n:11][cH:12]2. Starting materials: CCc1cc(C2(c3cccc(Br)c3)N=C(N)c3ccccc32)ccn1, OB(O)c1cccnc1F. The product is CCc1cc(C2(c3cccc(-c4cccnc4F)c3)N=C(N)c3ccccc32)ccn1. Reaction SMILES: [Br:1][c:2]1[cH:3][c:4]([C:8]2([c:18]3[cH:19][c:20]([CH2:24][CH3:25])[n:21][cH:22][cH:23]3)[N:9]=[C:10]([NH2:17])[c:11]3[cH:12][cH:13][cH:14][cH:15][c:16]32)[cH:5][cH:6][cH:7]1.[F:26][c:27]1[n:28][cH:29][cH:30][cH:31][c:32]1[B:33]([OH:34])[OH:35]>>[c:2]1(-[c:32]2[c:27]([F:26])[n:28][cH:29][cH:30][cH:31]2)[cH:3][c:4]([C:8]2([c:18]3[cH:19][c:20]([CH2:24][CH3:25])[n:21][cH:22][cH:23]3)[N:9]=[C:10]([NH2:17])[c:11]3[cH:12][cH:13][cH:14][cH:15][c:16]32)[cH:5][cH:6][cH:7]1. The reactants are C(OC1=CC=C(C=C1)C[C@@H]([C@@H](CN(CC(C)C)S(=O)(=O)C1=CC2=C(OCO2)C=C1)O)NC(=O)O[C@H]1CO[C@H]2OCC[C@H]21)(OC2=CC=C(C=C2)[N+](=O)[O-])=O (4-{(2S,3R)-2-({[(3R,3aS,6aR)-Hexahydrofuro [2,3-b]furan-3-yloxy]carbonyl}amino)-4-[(1,3-benzodioxol-5-ylsulfonyl)(isobutyl)amino]-3-hydroxybutyl}phenyl 4-nitrophenyl carbonate), N1(C=NC=C1)CCN (2-(1H-imidazol-1-yl)ethanamine). Run in C(C)(=O)OCC (ethyl acetate), O1CCOCC1 (1,4-dioxane). Run at time 30 minute. The product is O1COC2=C1C=CC(=C2)S(=O)(=O)N(C[C@H]([C@H](CC2=CC=C(C=C2)OC(=O)NCCN2C=NC=C2)NC(O[C@H]2CO[C@H]1OCC[C@H]12)=O)O)CC(C)C ((3R,3aS,6aR)-Hexahydrofuro[2,3-b]furan-3-yl (1S,2R)-3-[(1,3-benzodioxol-5-ylsulfonyl)(isobutyl)amino]-2-hydroxy-1-{4-[({[2-(1H-imidazol-1-yl)ethyl]amino}carbonyl) oxy]benzyl}propylcarbamate). Isolated yield 48.9%. RXN SMILES: [C:1](=O)([O:43]C1C=CC([N+]([O-])=O)=CC=1)[O:2][C:3]1[CH:8]=[CH:7][C:6]([CH2:9][C@H:10]([NH:31][C:32]([O:34][C@@H:35]2[C@H:42]3[C@H:38]([O:39][CH2:40][CH2:41]3)[O:37][CH2:36]2)=[O:33])[C@H:11]([OH:30])[CH2:12][N:13]([S:18]([C:21]2[CH:29]=[CH:28][C:24]3[O:25][CH2:26][O:27][C:23]=3[CH:22]=2)(=[O:20])=[O:19])[CH2:14][CH:15]([CH3:17])[CH3:16])=[CH:5][CH:4]=1.[N:54]1([CH2:59][CH2:60][NH2:61])[CH:58]=[CH:57][N:56]=[CH:55]1>O1CCOCC1.C(OCC)(=O)C>[O:25]1[C:24]2[CH:28]=[CH:29][C:21]([S:18]([N:13]([CH2:14][CH:15]([CH3:16])[CH3:17])[CH2:12][C@@H:11]([OH:30])[C@@H:10]([NH:31][C:32](=[O:33])[O:34][C@@H:35]3[C@H:42]4[C@H:38]([O:39][CH2:40][CH2:41]4)[O:37][CH2:36]3)[CH2:9][C:6]3[CH:5]=[CH:4][C:3]([O:2][C:1]([NH:61][CH2:60][CH2:59][N:54]4[CH:58]=[CH:57][N:56]=[CH:55]4)=[O:43])=[CH:8][CH:7]=3)(=[O:20])=[O:19])=[CH:22][C:23]=2[O:27][CH2:26]1. Procedure details: To a solution of 4-{(2S,3R)-2-({[(3R,3aS,6aR)-Hexahydrofuro [2,3-b]furan-3-yloxy]carbonyl}amino)-4-[(1,3-benzodioxol-5-ylsulfonyl)(isobutyl)amino]-3-hydroxybutyl}phenyl 4-nitrophenyl carbonate (50 mg, 0.07 mmol) in 1,4-dioxane (1 mL) was added 2-(1H-imidazol-1-yl)ethanamine (50 mg, 0.45 mmol, Synthetic Communications 1991, 21, 535-544) and the mixture was stirred at ambient temperature for 30 min. The mixture was diluted with ethyl acetate and washed with saturated sodium bicarbonate/water (4×),...